This data is from the Open Reaction Database (ORD), a public repository of structured organic reaction records. The task is: describe an organic reaction: reactants, conditions, products, and yield Reactants: Brc1cccs1, Cc1ccc(Br)cc1, CC(=O)[O-], CC(=O)[O-], C1CCOC1, [Mg], [Pd+2], c1ccc(P(c2ccccc2)c2ccccc2)cc1. Yields the product Cc1ccc(-c2cccs2)cc1. As a reaction SMILES: [Br:10][c:11]1[s:12][cH:13][cH:14][cH:15]1.[Br:1][c:2]1[cH:3][cH:4][c:5]([CH3:8])[cH:6][cH:7]1.[C:40]([O-:41])(=[O:42])[CH3:43].[C:45]([O-:46])(=[O:47])[CH3:48].[CH2:35]1[O:36][CH2:37][CH2:38][CH2:39]1.[Mg:9].[Pd+2:44].[c:16]1([P:17]([c:18]2[cH:19][cH:20][cH:21][cH:22][cH:23]2)[c:24]2[cH:25][cH:26][cH:27][cH:28][cH:29]2)[cH:30][cH:31][cH:32][cH:33][cH:34]1>>[c:2]1(-[c:11]2[s:12][cH:13][cH:14][cH:15]2)[cH:3][cH:4][c:5]([CH3:8])[cH:6][cH:7]1. Starting materials: C(C)(=O)OC[C@@H](C)N1C(C2=CC=C(C(=C2C=C1)C(NCC1(CCC2(CC2)CC1)O)=O)Cl)=O ((2R)-2-(6-Chloro-5-((6-hydroxyspiro[2.5]octan-6-yl)methylcarbamoyl)-1-oxoisoquinolin-2(1H)-yl)propyl acetate), C([O-])([O-])=O.[K+].[K+] (potassium carbonate), CO (methanol). The product is ClC1=C(C=2C=CN(C(C2C=C1)=O)[C@@H](CO)C)C(=O)NCC1(CCC2(CC2)CC1)O (6-Chloro-2-((R)-1-hydroxypropan-2-yl)-N-((6-hydroxyspiro[2.5]octan-6-yl)methyl)-1-oxo-1,2-dihydroisoquinoline-5-carboxamide). As a reaction SMILES: C([O:4][CH2:5][C@H:6]([N:8]1[CH:17]=[CH:16][C:15]2[C:10](=[CH:11][CH:12]=[C:13]([Cl:31])[C:14]=2[C:18](=[O:30])[NH:19][CH2:20][C:21]2([OH:29])[CH2:28][CH2:27][C:24]3([CH2:26][CH2:25]3)[CH2:23][CH2:22]2)[C:9]1=[O:32])[CH3:7])(=O)C.C(=O)([O-])[O-].[K+].[K+].CO>>[Cl:31][C:13]1[CH:12]=[CH:11][C:10]2[C:9](=[O:32])[N:8]([C@H:6]([CH3:7])[CH2:5][OH:4])[CH:17]=[CH:16][C:15]=2[C:14]=1[C:18]([NH:19][CH2:20][C:21]1([OH:29])[CH2:22][CH2:23][C:24]2([CH2:25][CH2:26]2)[CH2:27][CH2:28]1)=[O:30] |f:1.2.3|. Procedure details: (2R)-2-(6-Chloro-5-((6-hydroxyspiro[2.5]octan-6-yl)methylcarbamoyl)-1-oxoisoquinolin-2(1H)-yl)propyl acetate (130 mg, 0.00029 mol) and potassium carbonate (140 mg, 0.0010 mol) were stirred in methanol (6 mL, 0.1 mol) at room temperature for 1 hour, concentrated, and purified by reverse phase preparative HPLC to afford the desired product as a white solid. Starting materials: CN(CCN(C#N)C1=NC(=CC(=C1)C)C)C (N-(2-dimethylaminoethyl)-N-(4,6-dimethyl-2-pyridyl)cyanamide), [OH-].[Na+] (sodium hydroxide), NC(=O)N (urea). Run in Cl (hydrochloric acid). Product: CN(CCN(C(=O)N)C1=NC(=CC(=C1)C)C)C (N-(2-Dimethylaminoethyl)-N-(4,6-dimethyl-2-pyridyl)urea). Reaction SMILES: [CH3:1][N:2]([CH3:16])[CH2:3][CH2:4][N:5]([C:8]1[CH:13]=[C:12]([CH3:14])[CH:11]=[C:10]([CH3:15])[N:9]=1)[C:6]#[N:7].[OH-].[Na+].NC(N)=[O:21]>Cl>[CH3:1][N:2]([CH3:16])[CH2:3][CH2:4][N:5]([C:8]1[CH:13]=[C:12]([CH3:14])[CH:11]=[C:10]([CH3:15])[N:9]=1)[C:6]([NH2:7])=[O:21] |f:1.2|. Reported procedure: A solution of N-(2-dimethylaminoethyl)-N-(4,6-dimethyl-2-pyridyl)cyanamide (5.66 g., 0.026 mole) in 6 N hydrochloric acid (60 ml.) is allowed to sit at room temperature for 11/2 hour. The reaction solution was then cooled, made alkaline (pH about 11) with 50% sodium hydroxide solution, and extracted with ether. After washing with water and drying over anhydrous magnesium sulfate, the combined extracts are taken to dryness in vacuum. Recrystallization of the residue from hexane gives 3.90 g. of p... Reactants: Azodicarboxylic dipiperidide, C(CCC)P(CCCC)CCCC (tributylphosphine), OC1=CC=C(C=C1)CC(=O)OC (methyl 4-hydroxyphenylacetate), BrC1=CC=C(C=C1)\C(=C/CO)\C1=CC=CC=C1 ((Z)-3-(4-bromo-phenyl)-3-phenyl-prop-2-en-1-ol). Run in C1CCOC1 (THF). Reaction conditions: time 1 hour. The product is COC(CC1=CC=C(C=C1)OC\C=C(\C1=CC=CC=C1)/C1=CC=C(C=C1)Br)=O ((Z)-{4-[3-(4-Bromo-phenyl)-3-phenyl-allyloxy]-phenyl}-acetic acid methyl ester). The yield is 74.3%. RXN SMILES: C(P(CCCC)CCCC)CCC.[OH:14][C:15]1[CH:20]=[CH:19][C:18]([CH2:21][C:22]([O:24][CH3:25])=[O:23])=[CH:17][CH:16]=1.[Br:26][C:27]1[CH:32]=[CH:31][C:30](/[C:33](/[C:37]2[CH:42]=[CH:41][CH:40]=[CH:39][CH:38]=2)=[CH:34]\[CH2:35]O)=[CH:29][CH:28]=1>C1COCC1>[CH3:25][O:24][C:22](=[O:23])[CH2:21][C:18]1[CH:17]=[CH:16][C:15]([O:14][CH2:35]/[CH:34]=[C:33](\[C:30]2[CH:29]=[CH:28][C:27]([Br:26])=[CH:32][CH:31]=2)/[C:37]2[CH:42]=[CH:41][CH:40]=[CH:39][CH:38]=2)=[CH:20][CH:19]=1. Procedure details: Azodicarboxylic dipiperidide (0.756 g, 3.0 mmol) was added at 0-5° C. to a stirred solution of tributylphosphine (0.94 ml, 786 mg, 3.0 mmol), methyl 4-hydroxyphenylacetate (332 mg, 2.0 mmol) and (Z)-3-(4-bromo-phenyl)-3-phenyl-prop-2-en-1-ol (578 mg, 2.0 mmol) in dry THF (25 ml), the mixture was stirred for 1 h. The mixture was filtered and concentrated I vacuo. The residue was purified by flash chromatography on silica gel (toluene as eluent) to give 650 mg (74%) of the title compound. Yields the product BrC=1C=C(C=C(C1)C(F)(F)F)C(C)=O (1-(3-bromo-5-(trifluoromethyl)-phenyl)ethanone). Procedure: The title compound was prepared from 1-(3-bromo-5-(trifluoromethyl)phenyl)ethanol (Reference Example 40) by a procedure similar to the one described for 3-chloro-5-(trifluoromethyl)benzaldehyde (Reference Example 31) to provide 1-(3-bromo-5-(trifluoromethyl)-phenyl)ethanone (17.94 g, 85%) as a pale yellow oil. Starting materials: BrC=1C=C(C=C(C1)C(F)(F)F)C(C)O (1-(3-bromo-5-(trifluoromethyl)phenyl)ethanol), ClC=1C=C(C=O)C=C(C1)C(F)(F)F (3-chloro-5-(trifluoromethyl)benzaldehyde). RXN SMILES: [Br:1][C:2]1[CH:3]=[C:4]([CH:12]([OH:14])[CH3:13])[CH:5]=[C:6]([C:8]([F:11])([F:10])[F:9])[CH:7]=1.ClC1C=C(C=C(C(F)(F)F)C=1)C=O>>[Br:1][C:2]1[CH:3]=[C:4]([C:12](=[O:14])[CH3:13])[CH:5]=[C:6]([C:8]([F:10])([F:11])[F:9])[CH:7]=1. Isolated yield 85.0%. The reactants are COC(C(CC1=C(C=C(C=C1)OC(C1=C(N=C(S1)C1=CC=C(C=C1)C(F)(F)F)C)C1CC1)C)OCCCC)=O (2-butoxy-3-(4-{cyclopropyl-[4-methyl-2-(4-trifluoromethyl-phenyl)-thiazol-5-yl]-methoxy}-2-methyl-phenyl)-propionic acid methyl ester), [Li+].[OH-] (LiOH). The product is C(CCC)OC(C(=O)O)CC1=C(C=C(C=C1)OC(C1=C(N=C(S1)C1=CC=C(C=C1)C(F)(F)F)C)C1CC1)C (2-butoxy-3-(4-{cyclopropyl-[4-methyl-2-(4-trifluoromethyl-phenyl)-thiazol-5-yl]-methoxy}-2-methyl-phenyl)-propionic acid). RXN SMILES: C[O:2][C:3](=[O:39])[CH:4]([O:34][CH2:35][CH2:36][CH2:37][CH3:38])[CH2:5][C:6]1[CH:11]=[CH:10][C:9]([O:12][CH:13]([CH:30]2[CH2:32][CH2:31]2)[C:14]2[S:18][C:17]([C:19]3[CH:24]=[CH:23][C:22]([C:25]([F:28])([F:27])[F:26])=[CH:21][CH:20]=3)=[N:16][C:15]=2[CH3:29])=[CH:8][C:7]=1[CH3:33].[Li+].[OH-]>>[CH2:35]([O:34][CH:4]([CH2:5][C:6]1[CH:11]=[CH:10][C:9]([O:12][CH:13]([CH:30]2[CH2:31][CH2:32]2)[C:14]2[S:18][C:17]([C:19]3[CH:20]=[CH:21][C:22]([C:25]([F:27])([F:26])[F:28])=[CH:23][CH:24]=3)=[N:16][C:15]=2[CH3:29])=[CH:8][C:7]=1[CH3:33])[C:3]([OH:39])=[O:2])[CH2:36][CH2:37][CH3:38] |f:1.2|. Procedure details: In analogy to the procedure described in example 10 d], 2-butoxy-3-(4-{cyclopropyl-[4-methyl-2-(4-trifluoromethyl-phenyl)-thiazol-5-yl]-methoxy}-2-methyl-phenyl)-propionic acid methyl ester (mixture of two diastereomeric racemates) was treated with LiOH to obtain 2-butoxy-3-(4-{cyclopropyl-[4-methyl-2-(4-trifluoromethyl-phenyl)-thiazol-5-yl]-methoxy}-2-methyl-phenyl)-propionic acid as a mixture of two diastereomeric racemates as yellow liquid. Reactants: [H][H] (hydrogen), C1(=CC=CC=C1)N1N=C(CC1=O)NC(C(CCCCCCCCCCCCCCCC)S(=O)(=O)O)=O (1-phenyl-3-(α-sulphostearoylamino)-2-pyrazolin-5-one), C(C)(=O)[O-].[NH4+] (ammonium acetate), C=O (paraformaldehyde), [H][H] (hydrogen), C=O (paraformaldehyde). The reagents and catalysts are [Ni] (Raney nickel). The solvent is C(C)O (ethanol). Run at temperature 75 celsius. The product is C1(=CC=CC=C1)N1N=C(C(C1=O)C)NC(C(CCCCCCCCCCCCCCCC)S(=O)(=O)O)=O (1-phenyl-3-(α-sulphostearoylamino)-4-methyl-2-pyrazolin-5-one). Reaction SMILES: [C:1]1([N:7]2[C:11](=[O:12])[CH2:10][C:9]([NH:13][C:14](=[O:36])[CH:15]([S:32]([OH:35])(=[O:34])=[O:33])[CH2:16][CH2:17][CH2:18][CH2:19][CH2:20][CH2:21][CH2:22][CH2:23][CH2:24][CH2:25][CH2:26][CH2:27][CH2:28][CH2:29][CH2:30][CH3:31])=[N:8]2)[CH:6]=[CH:5][CH:4]=[CH:3][CH:2]=1.[C:37]([O-])(=O)C.[NH4+].C=O.[H][H]>[Ni].C(O)C>[C:1]1([N:7]2[C:11](=[O:12])[CH:10]([CH3:37])[C:9]([NH:13][C:14](=[O:36])[CH:15]([S:32]([OH:35])(=[O:34])=[O:33])[CH2:16][CH2:17][CH2:18][CH2:19][CH2:20][CH2:21][CH2:22][CH2:23][CH2:24][CH2:25][CH2:26][CH2:27][CH2:28][CH2:29][CH2:30][CH3:31])=[N:8]2)[CH:2]=[CH:3][CH:4]=[CH:5][CH:6]=1 |f:1.2|. Procedure: An autoclave was charged with 52.1 g (0.1 mole) of 1-phenyl-3-(α-sulphostearoylamino)-2-pyrazolin-5-one, 15.4 g (0.2 mole) of ammonium acetate, 4.5 g (0.15 mole) of paraformaldehyde, 10 g of Raney nickel and 535 ml of ethanol. The mixture was heated to 75° C whereupon hydrogenation started at a hydrogen pressure of 700 psi. After 30 min the hydrogen pressure was released and another 4.5 g of paraformaldehyde were added whereupon hydrogenation was continued. After having filtered off the catalyst... Starting materials: O=C([O-])[O-], CS(C)=O, [K+], [K+], N#Cc1cc(-c2cccnc2Oc2ccc(N)cc2)ccn1, O, OO. Product: NC(=O)c1cc(-c2cccnc2Oc2ccc(N)cc2)ccn1. RXN SMILES: [C:29](=[O:30])([O-:31])[O-:32].[CH3:23][S:24](=[O:25])[CH3:26].[K+:33].[K+:34].[NH2:1][c:2]1[cH:3][cH:4][c:5]([O:6][c:7]2[n:8][cH:9][cH:10][cH:11][c:12]2-[c:13]2[cH:14][c:15]([C:19]#[N:20])[n:16][cH:17][cH:18]2)[cH:21][cH:22]1.[OH2:35].[OH:27][OH:28]>>[NH2:1][c:2]1[cH:3][cH:4][c:5]([O:6][c:7]2[n:8][cH:9][cH:10][cH:11][c:12]2-[c:13]2[cH:14][c:15]([C:19]([NH2:20])=[O:25])[n:16][cH:17][cH:18]2)[cH:21][cH:22]1.